From a dataset of the Open Reaction Database (ORD), a public repository of structured organic reaction records. describe an organic reaction: reactants, conditions, products, and yield As a reaction SMILES: [Cl:33][CH2:34][C:35](=[O:36])[N:37]([CH3:38])[CH3:39].[NH:1]1[CH2:2][CH2:3][CH:4]([c:7]2[cH:8][c:9](-[c:17]3[cH:18][cH:19][c:20]4[cH:21][n:22]([CH2:26][c:27]5[cH:28][n:29][cH:30][cH:31][cH:32]5)[n:23][c:24]4[cH:25]3)[c:10]3[c:11]([NH2:16])[n:12][cH:13][n:14][n:15]23)[CH2:5][CH2:6]1>>[N:1]1([C:35](=[O:36])[N:37]([CH3:38])[CH3:39])[CH2:2][CH2:3][CH:4]([c:7]2[cH:8][c:9](-[c:17]3[cH:18][cH:19][c:20]4[cH:21][n:22]([CH2:26][c:27]5[cH:28][n:29][cH:30][cH:31][cH:32]5)[n:23][c:24]4[cH:25]3)[c:10]3[c:11]([NH2:16])[n:12][cH:13][n:14][n:15]23)[CH2:5][CH2:6]1. Starting materials: CN(C)C(=O)CCl, Nc1ncnn2c(C3CCNCC3)cc(-c3ccc4cn(Cc5cccnc5)nc4c3)c12. Product: CN(C)C(=O)N1CCC(c2cc(-c3ccc4cn(Cc5cccnc5)nc4c3)c3c(N)ncnn23)CC1. Reactants: [Al+3], COc1ccc2ccccc2c1C(C[N+](=O)[O-])Sc1ccccc1, [H-], [H-], [H-], [H-], [Li+]. The product is COc1ccc2ccccc2c1C(CN)Sc1ccccc1. RXN SMILES: [Al+3:2].[CH3:7][O:8][c:9]1[c:10]([CH:19]([CH2:20][N+:21]([O-:22])=[O:23])[S:24][c:25]2[cH:26][cH:27][cH:28][cH:29][cH:30]2)[c:11]2[cH:12][cH:13][cH:14][cH:15][c:16]2[cH:17][cH:18]1.[H-:1].[H-:4].[H-:5].[H-:6].[Li+:3]>>[CH3:7][O:8][c:9]1[c:10]([CH:19]([CH2:20][NH2:21])[S:24][c:25]2[cH:26][cH:27][cH:28][cH:29][cH:30]2)[c:11]2[cH:12][cH:13][cH:14][cH:15][c:16]2[cH:17][cH:18]1. Reactants: C(C)(C)N1CCC(C2=CC(=C(C=C12)N)C)(C)C (1-Isopropyl-4,4,6-trimethyl-1,2,3,4-tetrahydro-quinolin-7-ylamine), IC1=C(C(=O)OCC)C=CC=C1 (ethyl iodobenzoate), C(C)(C)N1CCC(C2=CC(=C(C=C12)N)C)(C)C (1-Isopropyl-4,4,6-trimethyl-1,2,3,4-tetrahydro-quinolin-7-ylamine), CC(C)(C)[O-].[Na+] (NaOtBu). The reagents and catalysts are C=1C=CC(=CC1)P(C=2C=CC=CC2)C3=CC=C4C=CC=CC4=C3C5=C6C=CC=CC6=CC=C5P(C=7C=CC=CC7)C=8C=CC=CC8 (BINAP). Run in C1(=CC=CC=C1)C (toluene). Run at temperature 80 celsius, time 3 day. Product: C(C)OC(C1=CC=C(C=C1)NC1=C(C=C2C(CCN(C2=C1)C(C)C)(C)C)C)=O (4-(1-Isopropyl-4,4,6-trimethyl-1,2,3,4-tetrahydro-quinolin-7-ylamino)-benzoic acid ethyl ester). Yield: 78.5%. RXN SMILES: [CH:1]([N:4]1[C:13]2[C:8](=[CH:9][C:10]([CH3:15])=[C:11]([NH2:14])[CH:12]=2)[C:7]([CH3:17])([CH3:16])[CH2:6][CH2:5]1)([CH3:3])[CH3:2].CC([O-])(C)C.[Na+].I[C:25]1[CH:35]=[CH:34][CH:33]=[CH:32][C:26]=1[C:27]([O:29][CH2:30][CH3:31])=[O:28]>C1C=CC(P(C2C(C3C(P(C4C=CC=CC=4)C4C=CC=CC=4)=CC=C4C=3C=CC=C4)=C3C(C=CC=C3)=CC=2)C2C=CC=CC=2)=CC=1.C1(C)C=CC=CC=1>[CH2:30]([O:29][C:27](=[O:28])[C:26]1[CH:32]=[CH:33][C:34]([NH:14][C:11]2[CH:12]=[C:13]3[C:8]([C:7]([CH3:17])([CH3:16])[CH2:6][CH2:5][N:4]3[CH:1]([CH3:3])[CH3:2])=[CH:9][C:10]=2[CH3:15])=[CH:35][CH:25]=1)[CH3:31] |f:1.2|. Procedure details: 1-Isopropyl-4,4,6-trimethyl-1,2,3,4-tetrahydro-quinolin-7-ylamine (Compound 45, 500 mg, 2.152 mmol) was placed into the round bottom flask charged with argon. Pd2 (dab)3 (4.926 mg, 0.25 mol %), and BINAP (10.05 mg, 0.75 mol %) were added, followed by NaOtBu (405.27 mg, 3.012 mmol), ethyl iodobenzoate (831.7 mg, 3.012 mmol) and toluene (8 mL). The resulting mixture was stirred at 80° C. for 3 days, cooled to room temperature, and filtered through Celite. The filtrate was concentrated under reduce... The reactants are BrC(c1ccccc1)c1ccccc1, O=C([O-])[O-], C1CNCCN1, [K+], [K+], OCCc1ccc(N2CCNCC2)cc1, CN(C)C=O, O. The product is OCCc1ccc(N2CCN(C(c3ccccc3)c3ccccc3)CC2)cc1. RXN SMILES: [Br:28][CH:29]([c:30]1[cH:31][cH:32][cH:33][cH:34][cH:35]1)[c:36]1[cH:37][cH:38][cH:39][cH:40][cH:41]1.[C:22](=[O:23])([O-:24])[O-:25].[CH2:16]1[NH:17][CH2:18][CH2:19][NH:20][CH2:21]1.[K+:26].[K+:27].[N:1]1([c:7]2[cH:8][cH:9][c:10]([CH2:13][CH2:14][OH:15])[cH:11][cH:12]2)[CH2:2][CH2:3][NH:4][CH2:5][CH2:6]1.[O:43]=[CH:44][N:45]([CH3:46])[CH3:47].[OH2:42]>>[N:1]1([c:7]2[cH:8][cH:9][c:10]([CH2:13][CH2:14][OH:15])[cH:11][cH:12]2)[CH2:2][CH2:3][N:4]([CH:29]([c:30]2[cH:31][cH:32][cH:33][cH:34][cH:35]2)[c:36]2[cH:37][cH:38][cH:39][cH:40][cH:41]2)[CH2:5][CH2:6]1. Starting materials: ClC=1C(=NC=NC1Cl)N (5,6-dichloropyrimidin-4-amine), NCC1CCN(CC1)C(=O)OC(C)(C)C (tert-butyl 4-(aminomethyl)piperidine-1-carboxylate), O(C1=CC=CC=C1)C1=CC=C(C=C1)B(O)O ((4-phenoxyphenyl)boronic acid), CS(=O)(=O)Cl (methanesulfonyl chloride). Product: CS(=O)(=O)N1CCC(CC1)CNC1=NC=NC(=C1C1=CC=C(C=C1)OC1=CC=CC=C1)N (N4-((1-(methylsulfonyl)piperidin-4-yl)methyl)-5-(4-phenoxyphenyl)pyrimidine-4,6-diamine). As a reaction SMILES: Cl[C:2]1[C:3]([NH2:9])=[N:4][CH:5]=[N:6][C:7]=1Cl.[NH2:10][CH2:11][CH:12]1[CH2:17][CH2:16][N:15](C(OC(C)(C)C)=O)[CH2:14][CH2:13]1.[O:25]([C:32]1[CH:37]=[CH:36][C:35](B(O)O)=[CH:34][CH:33]=1)[C:26]1[CH:31]=[CH:30][CH:29]=[CH:28][CH:27]=1.[CH3:41][S:42](Cl)(=[O:44])=[O:43]>>[CH3:41][S:42]([N:15]1[CH2:14][CH2:13][CH:12]([CH2:11][NH:10][C:7]2[C:2]([C:29]3[CH:30]=[CH:31][C:26]([O:25][C:32]4[CH:37]=[CH:36][CH:35]=[CH:34][CH:33]=4)=[CH:27][CH:28]=3)=[C:3]([NH2:9])[N:4]=[CH:5][N:6]=2)[CH2:17][CH2:16]1)(=[O:44])=[O:43]. Reported procedure: N4-((1-(methylsulfonyl)piperidin-4-yl)methyl)-5-(4-phenoxyphenyl)pyrimidine-4,6-diamine was prepared from 5,6-dichloropyrimidin-4-amine, tert-butyl 4-(aminomethyl)piperidine-1-carboxylate, (4-phenoxyphenyl)boronic acid, and methanesulfonyl chloride using methods B, C, D, and G. HPLC purity: 99%. MS: m/z=454 [M+H]+. Reactants: C(C)(=O)N1NC(C(=C1C)CC1=CC(=C(C=C1)C)F)=O (1-acetyl-4-[(3-fluoro-4-methyl-phenyl)methyl]-1,2-dihydro-5-methyl-3H-pyrazol-3-one), C(C(C)(C)C)(=O)O[C@H]1[C@H](O[C@@H]([C@H]([C@@H]1OC(C(C)(C)C)=O)OC(C(C)(C)C)=O)COC(C(C)(C)C)=O)Br (2,3,4,6-tetra-O-pivaloyl-α-D-glucopyranosyl bromide), C([O-])([O-])=O.[K+].[K+] (potassium carbonate). The solvent is C(C)#N (acetonitrile), O1CCCC1 (tetrahydrofuran). Yields the product C(C)(=O)N1N=C(C(=C1C)CC1=CC(=C(C=C1)C)F)O[C@H]1[C@H](OC(C(C)(C)C)=O)[C@@H](OC(C(C)(C)C)=O)[C@H](OC(C(C)(C)C)=O)[C@H](O1)COC(C(C)(C)C)=O (1-acetyl-4-[(3-fluoro-4-methyl-phenyl)methyl]-5-methyl-3-(2,3,4,6-tetra-O-pivaloyl-β-D-glucopyranosyloxy)-1H-pyrazole). Isolated yield 95.2%. Reaction SMILES: [C:1]([N:4]1[C:8]([CH3:9])=[C:7]([CH2:10][C:11]2[CH:16]=[CH:15][C:14]([CH3:17])=[C:13]([F:18])[CH:12]=2)[C:6](=[O:19])[NH:5]1)(=[O:3])[CH3:2].C(=O)([O-])[O-].[K+].[K+].[C:26]([O:32][C@@H:33]1[C@@H:38]([O:39][C:40](=[O:45])[C:41]([CH3:44])([CH3:43])[CH3:42])[C@H:37]([O:46][C:47](=[O:52])[C:48]([CH3:51])([CH3:50])[CH3:49])[C@@H:36]([CH2:53][O:54][C:55](=[O:60])[C:56]([CH3:59])([CH3:58])[CH3:57])[O:35][C@@H:34]1Br)(=[O:31])[C:27]([CH3:30])([CH3:29])[CH3:28]>C(#N)C.O1CCCC1>[C:1]([N:4]1[C:8]([CH3:9])=[C:7]([CH2:10][C:11]2[CH:16]=[CH:15][C:14]([CH3:17])=[C:13]([F:18])[CH:12]=2)[C:6]([O:19][C@@H:34]2[O:35][C@H:36]([CH2:53][O:54][C:55](=[O:60])[C:56]([CH3:59])([CH3:58])[CH3:57])[C@@H:37]([O:46][C:47](=[O:52])[C:48]([CH3:49])([CH3:50])[CH3:51])[C@H:38]([O:39][C:40](=[O:45])[C:41]([CH3:42])([CH3:43])[CH3:44])[C@H:33]2[O:32][C:26](=[O:31])[C:27]([CH3:30])([CH3:28])[CH3:29])=[N:5]1)(=[O:3])[CH3:2] |f:1.2.3|. Reported procedure: To a suspension of 1-acetyl-4-[(3-fluoro-4-methyl-phenyl)methyl]-1,2-dihydro-5-methyl-3H-pyrazol-3-one (0.32 g) in acetonitrile (3 mL) and tetrahydrofuran (1 mL) was added potassium carbonate (0.253 g) under stirring at room temperature. After stirring the mixture at 50° C. for 1 hour, 2,3,4,6-tetra-O-pivaloyl-α-D-glucopyranosyl bromide (0.849 g) was added to the mixture. The mixture was stirred at 50° C. for 2 hours. After the reaction completed, the insoluble materials were removed by filtrati... Starting materials: N1N=C(C2=CC=CC=C12)\C=C\1/OC2=C(C1=O)C=CC(=C2C#CC2CCN(CC2)C(=O)OC(C)(C)C)OC (tert-butyl (Z)-4-({2-[(1H-indazol-3-yl)methylene]-6-methoxy-3-oxo-2,3-dihydrobenzofuran-7-yl}ethynyl)piperidine-1-carboxylate), solution, Cl (hydrogen chloride). Run in C(Cl)Cl (methylene chloride), O1CCOCC1 (1,4-dioxane). Run at time 2 hour. The product is N1N=C(C2=CC=CC=C12)\C=C\1/OC2=C(C1=O)C=CC(=C2C#CC2CCNCC2)OC ((Z)-2-[(1H-indazol-3-yl)methylene]-6-methoxy-7-(piperidin-4-ylethynyl)benzofuran-3(2H)-one). Isolated yield 49.8%. Reaction SMILES: [NH:1]1[C:9]2[C:4](=[CH:5][CH:6]=[CH:7][CH:8]=2)[C:3](/[CH:10]=[C:11]2\[O:12][C:13]3[C:20]([C:21]#[C:22][CH:23]4[CH2:28][CH2:27][N:26](C(OC(C)(C)C)=O)[CH2:25][CH2:24]4)=[C:19]([O:36][CH3:37])[CH:18]=[CH:17][C:14]=3[C:15]\2=[O:16])=[N:2]1.Cl>C(Cl)Cl.O1CCOCC1>[NH:1]1[C:9]2[C:4](=[CH:5][CH:6]=[CH:7][CH:8]=2)[C:3](/[CH:10]=[C:11]2\[O:12][C:13]3[C:20]([C:21]#[C:22][CH:23]4[CH2:24][CH2:25][NH:26][CH2:27][CH2:28]4)=[C:19]([O:36][CH3:37])[CH:18]=[CH:17][C:14]=3[C:15]\2=[O:16])=[N:2]1. Procedure details: A solution of tert-butyl (Z)-4-({2-[(1H-indazol-3-yl)methylene]-6-methoxy-3-oxo-2,3-dihydrobenzofuran-7-yl}ethynyl)piperidine-1-carboxylate (0.0982 g, 0.197 mmol) in methylene chloride (5 mL) was added with a 4 M solution of hydrogen chloride in 1,4-dioxane (3 mL), and the mixture was stirred at room temperature for 2 hours. The reaction mixture was concentrated, the resulting residue was added with saturated aqueous sodium hydrogencarbonate, and the precipitated solid was collected by filtratio...